This data is from the Open Reaction Database (ORD), a public repository of structured organic reaction records. The task is: describe an organic reaction: reactants, conditions, products, and yield Reactants: C(C1=CC=CC=C1)C=1C(=NN(C1C(C)C)C(=O)OCC)O[C@H]1[C@H](OC(C(C)(C)C)=O)[C@@H](OC(C(C)(C)C)=O)[C@H](OC(C(C)(C)C)=O)[C@H](O1)COC(C(C)(C)C)=O (4-benzyl-1-ethoxycarbonyl-5-isopropyl-3-(2,3,4,6-tetra-O-pivaloyl-β-D-glucopyranosyl-oxy)-1H-pyrazole), C([O-])(O)=O.[Na+] (sodium bicarbonate), O (water), C([O-])([O-])=O.[K+].[K+] (potassium carbonate). Run in CO (methanol). Product: C(C1=CC=CC=C1)C=1C(=NNC1C(C)C)O[C@H]1[C@H](OC(C(C)(C)C)=O)[C@@H](OC(C(C)(C)C)=O)[C@H](OC(C(C)(C)C)=O)[C@H](O1)COC(C(C)(C)C)=O (4-benzyl-5-isopropyl-3-(2,3,4,6-tetra-O-pivaloyl-β-D-glucopyranosyloxy)-1H-pyrazole). Yield: 71.9%. RXN SMILES: [CH2:1]([C:8]1[C:9]([O:21][C@@H:22]2[O:48][C@H:47]([CH2:49][O:50][C:51](=[O:56])[C:52]([CH3:55])([CH3:54])[CH3:53])[C@@H:39]([O:40][C:41](=[O:46])[C:42]([CH3:45])([CH3:44])[CH3:43])[C@H:31]([O:32][C:33](=[O:38])[C:34]([CH3:37])([CH3:36])[CH3:35])[C@H:23]2[O:24][C:25](=[O:30])[C:26]([CH3:29])([CH3:28])[CH3:27])=[N:10][N:11](C(OCC)=O)[C:12]=1[CH:13]([CH3:15])[CH3:14])[C:2]1[CH:7]=[CH:6][CH:5]=[CH:4][CH:3]=1.C(=O)(O)[O-].[Na+].C(=O)([O-])[O-].[K+].[K+].O>CO>[CH2:1]([C:8]1[C:9]([O:21][C@@H:22]2[O:48][C@H:47]([CH2:49][O:50][C:51](=[O:56])[C:52]([CH3:53])([CH3:55])[CH3:54])[C@@H:39]([O:40][C:41](=[O:46])[C:42]([CH3:45])([CH3:44])[CH3:43])[C@H:31]([O:32][C:33](=[O:38])[C:34]([CH3:35])([CH3:37])[CH3:36])[C@H:23]2[O:24][C:25](=[O:30])[C:26]([CH3:29])([CH3:27])[CH3:28])=[N:10][NH:11][C:12]=1[CH:13]([CH3:15])[CH3:14])[C:2]1[CH:7]=[CH:6][CH:5]=[CH:4][CH:3]=1 |f:1.2,3.4.5|. Procedure details: To a solution of 4-benzyl-1-ethoxycarbonyl-5-isopropyl-3-(2,3,4,6-tetra-O-pivaloyl-β-D-glucopyranosyl-oxy)-1H-pyrazole (0.15 g) in methanol (3 mL) was added sodium bicarbonate (0.032 g) under stirring at room temperature. The mixture was stirred at room temperature for 12 hours. In addition, to the mixture was added potassium carbonate (0.053 g), and the mixture was stirred for 2 hours. The reaction mixture was poured into water to precipitate the solid. The solids were collected by filtration. ...